Dataset: the Open Reaction Database (ORD), a public repository of structured organic reaction records. Task: describe an organic reaction: reactants, conditions, products, and yield The reactants are COC(=O)Cc1ccc(C#Cc2cc(C(C)(C)C)c(OC)c(C(C)(C)C)c2)cc1F, CCO, CC#N, [Na+], [OH-], O. The product is COc1c(C(C)(C)C)cc(C#Cc2ccc(CC(=O)O)c(F)c2)cc1C(C)(C)C. As a reaction SMILES: [CH3:1][O:2][C:3]([CH2:4][c:5]1[c:6]([F:29])[cH:7][c:8]([C:11]#[C:12][c:13]2[cH:14][c:15]([C:25]([CH3:26])([CH3:27])[CH3:28])[c:16]([O:23][CH3:24])[c:17]([C:19]([CH3:20])([CH3:21])[CH3:22])[cH:18]2)[cH:9][cH:10]1)=[O:30].[CH3:33][CH2:34][OH:35].[CH3:37][C:38]#[N:39].[Na+:32].[OH-:31].[OH2:36]>>[O:2]=[C:3]([CH2:4][c:5]1[c:6]([F:29])[cH:7][c:8]([C:11]#[C:12][c:13]2[cH:14][c:15]([C:25]([CH3:26])([CH3:27])[CH3:28])[c:16]([O:23][CH3:24])[c:17]([C:19]([CH3:20])([CH3:21])[CH3:22])[cH:18]2)[cH:9][cH:10]1)[OH:30]. Reactants: CN1N=C(C=C1)C1CNCCN1 (3-(1-methyl-1H-pyrazol-3-yl)piperazine), C(C)N1C=C(C(C2=CC(=C(C=C12)F)F)=O)C(=O)O (1-ethyl-6,7-difluoro-1,4-dihydro-4-oxo-3-quinolinecarboxylic acid). Run in N1=CC=CC=C1 (pyridine). Yields the product C(C)N1C=C(C(C2=CC(=C(C=C12)N1CC(NCC1)C1=NN(C=C1)C)F)=O)C(=O)O (1-ethyl-6-fluoro-1,4-dihydro-7-[3-(1-methyl-1H-pyrazol-3-yl)-1-piperazinyl]-4-oxo-3-quinolinecarboxylic acid). RXN SMILES: [CH3:1][N:2]1[CH:6]=[CH:5][C:4]([CH:7]2[NH:12][CH2:11][CH2:10][NH:9][CH2:8]2)=[N:3]1.[CH2:13]([N:15]1[C:24]2[C:19](=[CH:20][C:21]([F:26])=[C:22](F)[CH:23]=2)[C:18](=[O:27])[C:17]([C:28]([OH:30])=[O:29])=[CH:16]1)[CH3:14]>N1C=CC=CC=1>[CH2:13]([N:15]1[C:24]2[C:19](=[CH:20][C:21]([F:26])=[C:22]([N:9]3[CH2:10][CH2:11][NH:12][CH:7]([C:4]4[CH:5]=[CH:6][N:2]([CH3:1])[N:3]=4)[CH2:8]3)[CH:23]=2)[C:18](=[O:27])[C:17]([C:28]([OH:30])=[O:29])=[CH:16]1)[CH3:14]. Reported procedure: A 1.0 g portion of 3-(1-methyl-1H-pyrazol-3-yl)piperazine and 508 mg of 1-ethyl-6,7-difluoro-1,4-dihydro-4-oxo-3-quinolinecarboxylic acid were dissolved in 5 ml of pyridine and heated at 85°-95° C. for 18 hours, in a pressure bottle which had been evacuated and filled with argon. Methanol was added and the solid collected, giving 610 mg of 1-ethyl-6-fluoro-1,4-dihydro-7-[3-(1-methyl-1H-pyrazol-3-yl)-1-piperazinyl]-4-oxo-3-quinolinecarboxylic acid.